From a dataset of the Open Reaction Database (ORD), a public repository of structured organic reaction records. describe an organic reaction: reactants, conditions, products, and yield The reactants are C(CCCCCCCC=CCCCCCCCC)(=O)OC(CC(=O)N[C@@H](C(C)C)C(=O)O)CCCCCCCC=CCCCCCCCC (N-[3-(9-octadecenoyloxy)-11-eicosenoyl]-L-valine), N[C@@H](CCC(=O)O)C(=O)O (L-glutamic acid). The product is C(CCCCCCCC=CCCCCCCCC)(=O)OC(CC(=O)N[C@@H](C(C)C)C(=O)N[C@@H](CCC(=O)O)C(=O)O)CCCCCCCC=CCCCCCCCC (N-[N-[3-(9-octadecenoyloxy)-11-eicosenoyl]-L-valyl]-L-glutamic acid). Yield: 31.2%. Reaction SMILES: [C:1]([O:20][CH:21]([CH2:33][CH2:34][CH2:35][CH2:36][CH2:37][CH2:38][CH2:39][CH:40]=[CH:41][CH2:42][CH2:43][CH2:44][CH2:45][CH2:46][CH2:47][CH2:48][CH3:49])[CH2:22][C:23]([NH:25][C@H:26]([C:30](O)=[O:31])[CH:27]([CH3:29])[CH3:28])=[O:24])(=[O:19])[CH2:2][CH2:3][CH2:4][CH2:5][CH2:6][CH2:7][CH2:8][CH:9]=[CH:10][CH2:11][CH2:12][CH2:13][CH2:14][CH2:15][CH2:16][CH2:17][CH3:18].[NH2:50][C@H:51]([C:57]([OH:59])=[O:58])[CH2:52][CH2:53][C:54]([OH:56])=[O:55]>>[C:1]([O:20][CH:21]([CH2:33][CH2:34][CH2:35][CH2:36][CH2:37][CH2:38][CH2:39][CH:40]=[CH:41][CH2:42][CH2:43][CH2:44][CH2:45][CH2:46][CH2:47][CH2:48][CH3:49])[CH2:22][C:23]([NH:25][C@H:26]([C:30]([NH:50][C@H:51]([C:57]([OH:59])=[O:58])[CH2:52][CH2:53][C:54]([OH:56])=[O:55])=[O:31])[CH:27]([CH3:29])[CH3:28])=[O:24])(=[O:19])[CH2:2][CH2:3][CH2:4][CH2:5][CH2:6][CH2:7][CH2:8][CH:9]=[CH:10][CH2:11][CH2:12][CH2:13][CH2:14][CH2:15][CH2:16][CH2:17][CH3:18]. Procedure details: Starting from N-[3-(9-octadecenoyloxy)-11-eicosenoyl]-L-valine (2.7 g) and L-glutamic acid (2.2 g), N-[N-[3-(9-octadecenoyloxy)-11-eicosenoyl]-L-valyl]-L-glutamic acid (1.0 g) was obtained as powder according to a similar manner to that of Example 2.